Dataset: the Open Reaction Database (ORD), a public repository of structured organic reaction records. Task: describe an organic reaction: reactants, conditions, products, and yield Starting materials: C/C(/C(=O)OCC)=C\C1=CC(=C(C=C1)F)C(F)(F)F (Ethyl E-2-Methyl-3-(4-fluoro-3-trifluoromethyl-phenyl)propenoate), C([O-])([O-])=O.[K+].[K+] (potassium carbonate), OC=1C=NC=CC1 (3-hydroxypyridine). The solvent is CN(C)C=O (DMF). Yields the product N1=CC(=CC=C1)OC1=C(C=C(C=C1)/C=C(/C(=O)OCC)\C)C(F)(F)F (ethyl E-3-[4-(3-pyridyloxy)-3-(trifluoromethyl)phenyl]-2-methyl-propenoate). Reaction SMILES: [CH3:1]/[C:2](=[CH:8]\[C:9]1[CH:14]=[CH:13][C:12](F)=[C:11]([C:16]([F:19])([F:18])[F:17])[CH:10]=1)/[C:3]([O:5][CH2:6][CH3:7])=[O:4].C(=O)([O-])[O-].[K+].[K+].[OH:26][C:27]1[CH:28]=[N:29][CH:30]=[CH:31][CH:32]=1>CN(C=O)C>[N:29]1[CH:30]=[CH:31][CH:32]=[C:27]([O:26][C:12]2[CH:13]=[CH:14][C:9](/[CH:8]=[C:2](\[CH3:1])/[C:3]([O:5][CH2:6][CH3:7])=[O:4])=[CH:10][C:11]=2[C:16]([F:19])([F:18])[F:17])[CH:28]=1 |f:1.2.3|. Procedure details: 3 b) The ester from 3 a, 3 eq. of potassium carbonate and 1.1 eq. of 3-hydroxypyridine were heated under reflux in DMF for 3 hours. After standard working up and purification, ethyl E-3-[4-(3-pyridyloxy)-3-(trifluoromethyl)phenyl]-2-methyl-propenoate was obtained. Yields the product CN(C)C1CCCN(C(=O)c2ccc(N)cc2)c2ccccc21. Starting materials: C, CN(C)C1CCCN(C(=O)c2ccc([N+](=O)[O-])cc2)c2ccccc21, CCO, [Pd]. As a reaction SMILES: [C:29].[CH3:1][N:2]([CH:3]1[CH2:4][CH2:5][CH2:6][N:7]([C:14]([c:15]2[cH:16][cH:17][c:18]([N+:21]([O-:22])=[O:23])[cH:19][cH:20]2)=[O:24])[c:8]2[c:9]1[cH:10][cH:11][cH:12][cH:13]2)[CH3:25].[CH3:26][CH2:27][OH:28].[Pd:30]>>[CH3:1][N:2]([CH:3]1[CH2:4][CH2:5][CH2:6][N:7]([C:14]([c:15]2[cH:16][cH:17][c:18]([NH2:21])[cH:19][cH:20]2)=[O:24])[c:8]2[c:9]1[cH:10][cH:11][cH:12][cH:13]2)[CH3:25]. The reactants are O.O.O.O.O.S(=S)(=O)([O-])[O-].[Na+].[Na+] (sodium thiosulfate pentahydrate), CNC(=O)C=1C=CC(=NC1)N1CCC(CC1)O[Si](C)(C)C(C)(C)C (4-(tert-butyl-dimethyl-silanyloxy)-3,4,5,6-tetrahydro-2H-[1,2′]bipyridinyl-5′-carboxylic acid methylamide), N,N,′,′-tetramethyl-ethylenediamine, CC1(NC(CCC1)(C)C)C (2,2,6,6-tetramethylpiperidine), solution, C(CCC)[Li] (n-butyllithium), II (iodine). Solvent: ice water, hexanes, O1CCCC1 (tetrahydrofuran), O1CCCC1 (tetrahydrofuran). Run at temperature -78 celsius, time 30 minute. Yields the product CNC(=O)C=1C(=CC(=NC1)N1CCC(CC1)O[Si](C)(C)C(C)(C)C)I (4-(tert-Butyl-dimethyl-silanyloxy)-4′-iodo-3,4,5,6-tetrahydro-2H-[1,2′]bipyridinyl-5′-carboxylic acid methylamide). Isolated yield 72.8%. RXN SMILES: [CH3:1][NH:2][C:3]([C:5]1[CH:6]=[CH:7][C:8]([N:11]2[CH2:16][CH2:15][CH:14]([O:17][Si:18]([C:21]([CH3:24])([CH3:23])[CH3:22])([CH3:20])[CH3:19])[CH2:13][CH2:12]2)=[N:9][CH:10]=1)=[O:4].CC1(C)CCCC(C)(C)N1.C([Li])CCC.[I:40]I.O.O.O.O.O.S([O-])([O-])(=O)=S.[Na+].[Na+]>O1CCCC1>[CH3:1][NH:2][C:3]([C:5]1[C:6]([I:40])=[CH:7][C:8]([N:11]2[CH2:16][CH2:15][CH:14]([O:17][Si:18]([C:21]([CH3:24])([CH3:23])[CH3:22])([CH3:20])[CH3:19])[CH2:13][CH2:12]2)=[N:9][CH:10]=1)=[O:4] |f:4.5.6.7.8.9.10.11|. Reported procedure: To a solution of 500 mg (1.43 mmol) 4-(tert-butyl-dimethyl-silanyloxy)-3,4,5,6-tetrahydro-2H-[1,2′]bipyridinyl-5′-carboxylic acid methylamide, 1.7 ml (11 mmol) N,N,′,′-tetramethyl-ethylenediamine and 1.0 ml (5.7 mmol) 2,2,6,6-tetramethylpiperidine in 9.5 ml dry tetrahydrofuran 7.2 ml (11 mmol) of a 1.6 M solution of n-butyllithium in hexanes were added dropwise during 10 min. at −78° C. under argon. The resulting solution was stirred at −78° C. for 30 min., warmed to −20 C. and stirred at this t... The reactants are BrC=1C(=C(C=C(C1)OC)CCCC1OCCCO1)OC (2-[3-(3-bromo-2,5-dimethoxyphenyl)propyl]-1,3-dioxane), C1(=CC=C(C=C1)S(=O)(=O)O)C (p-toluene sulphonic acid), C(C)(=O)OCC (ethyl acetate), CCCCCC (hexane). The solvent is C(C)O (ethanol), O1CCOCC1 (dioxane). Product: BrC=1C(=C2CCC=CC2=C(C1)OC)OC (6-Bromo-3,4-dihydro-5,8-dimethoxynaphthalene). Yield: 99.0%. Reaction SMILES: [Br:1][C:2]1[C:3]([O:19][CH3:20])=[C:4]([CH2:10][CH2:11][CH2:12][CH:13]2OCCCO2)[CH:5]=[C:6]([O:8][CH3:9])[CH:7]=1.C1(C)C=CC(S(O)(=O)=O)=CC=1.C(OCC)(=O)C.CCCCCC>C(O)C.O1CCOCC1>[Br:1][C:2]1[C:3]([O:19][CH3:20])=[C:4]2[C:5](=[C:6]([O:8][CH3:9])[CH:7]=1)[CH:13]=[CH:12][CH2:11][CH2:10]2. Reported procedure: A solution of 1.10 gm (3.19 mmol) of 2-[3-(3-bromo-2,5-dimethoxyphenyl)propyl]-1,3-dioxane and 300 mg p-toluene sulphonic acid in 10 ml absolute ethanol was refluxed for 48 hours at which time tlc analysis (silica gel, 1:4 ethyl acetate:hexane) indicated the absence of the dioxane. The solvent was removed in vacuo and the residue was partitioned between ether and 5% sodium carbonate. The ether extract was washed with brine, dried with Na2SO4, filtered and the solvent was removed in vacuo. The re...